This data is from the Open Reaction Database (ORD), a public repository of structured organic reaction records. The task is: describe an organic reaction: reactants, conditions, products, and yield The reactants are C(C)N(CC)N([C@@H]1CN([C@@H]2CC3=C(NC4=CC=CC([C@H]2C1)=C34)C)CCC)S(=O)(=O)N(N(CC)CC)[C@@H]3CN([C@@H]4CC1=C(NC2=CC=CC([C@H]4C3)=C12)C)CCC ((diethylamino)-(2-methyl-6-n-propyl-8alpha-ergolinylamino)-sulfone), C(C(O)C(O)C(=O)O)(=O)O (tartaric acid). Solvent: CO (methanol). Yields the product CN(C)N([C@@H]1CN([C@@H]2CC3=C(NC4=CC=CC([C@H]2C1)=C34)C)CCC)S(=O)(=O)N(N(C)C)[C@@H]3CN([C@@H]4CC1=C(NC2=CC=CC([C@H]4C3)=C12)C)CCC ((Dimethylamino)-(2-methyl-6-n-propyl-8alpha-ergolinylamino)sulfone). RXN SMILES: [CH2:1]([N:3]([N:6]([S:27]([N:30]([C@H:36]1[CH2:50][C@H:49]2[C@@H:39]([CH2:40][C:41]3[C:51]4[C:44](=[CH:45][CH:46]=[CH:47][C:48]2=4)[NH:43][C:42]=3[CH3:52])[N:38]([CH2:53][CH2:54][CH3:55])[CH2:37]1)[N:31]([CH2:34]C)[CH2:32]C)(=[O:29])=[O:28])[C@H:7]1[CH2:21][C@H:20]2[C@@H:10]([CH2:11][C:12]3[C:22]4[C:15](=[CH:16][CH:17]=[CH:18][C:19]2=4)[NH:14][C:13]=3[CH3:23])[N:9]([CH2:24][CH2:25][CH3:26])[CH2:8]1)[CH2:4]C)C.C(O)(=O)C(C(C(O)=O)O)O>CO>[CH3:32][N:31]([N:30]([S:27]([N:6]([C@H:7]1[CH2:21][C@H:20]2[C@@H:10]([CH2:11][C:12]3[C:22]4[C:15](=[CH:16][CH:17]=[CH:18][C:19]2=4)[NH:14][C:13]=3[CH3:23])[N:9]([CH2:24][CH2:25][CH3:26])[CH2:8]1)[N:3]([CH3:1])[CH3:4])(=[O:28])=[O:29])[C@H:36]1[CH2:50][C@H:49]2[C@@H:39]([CH2:40][C:41]3[C:51]4[C:44](=[CH:45][CH:46]=[CH:47][C:48]2=4)[NH:43][C:42]=3[CH3:52])[N:38]([CH2:53][CH2:54][CH3:55])[CH2:37]1)[CH3:34]. Reported procedure: Analogously, there is produced with diethylaminosulfonic acid chloride: (diethylamino)-(2-methyl-6-n-propyl-8alpha-ergolinylamino)-sulfone. Yield 25% as tartaric acid salt, [α]D =-34° (0.5% in methanol).